From a dataset of the Open Reaction Database (ORD), a public repository of structured organic reaction records. describe an organic reaction: reactants, conditions, products, and yield Starting materials: CCOCOCC(CC(COC)C(=O)NOC(C)(C)OC)NC(=O)c1ccc(C#N)cc1, CO, Cl. Yields the product CCOCOCC(CC(COC)C(=O)NO)NC(=O)c1ccc(C#N)cc1. RXN SMILES: [CH3:1][O:2][C:3]([CH3:4])([CH3:5])[O:6][NH:7][C:8]([CH:9]([CH2:10][CH:11]([CH2:12][O:13][CH2:14][O:15][CH2:16][CH3:17])[NH:18][C:19](=[O:20])[c:21]1[cH:22][cH:23][c:24]([C:27]#[N:28])[cH:25][cH:26]1)[CH2:29][O:30][CH3:31])=[O:32].[CH3:34][OH:35].[ClH:33]>>[OH:6][NH:7][C:8]([CH:9]([CH2:10][CH:11]([CH2:12][O:13][CH2:14][O:15][CH2:16][CH3:17])[NH:18][C:19](=[O:20])[c:21]1[cH:22][cH:23][c:24]([C:27]#[N:28])[cH:25][cH:26]1)[CH2:29][O:30][CH3:31])=[O:32]. Starting materials: ClC=1C=C(C=CC1Cl)C(C)(CCCC#CC1=CC(=C(C=C1)N1N=C(N=C1)C)OC)O (2-(3,4-dichlorophenyl)-7-[3-methoxy-4-(3-methyl-1H-1,2,4-triazol-1-yl)phenyl]hept-6-yn-2-ol), C[Si](C)(C)N=[N+]=[N-] (trimethylsilylazide), C1(=CC=CC=C1)C (toluene). The solvent is C(C)(=O)OCC (ethyl acetate). Run at temperature 110 celsius, time 6 hour. Yields the product ClC=1C=C(C=CC1Cl)C1(CCCC=2N1N=NC2C2=CC(=C(C=C2)N2N=C(N=C2)C)OC)C (7-(3,4-dichlorophenyl)-3-[3-methoxy-4-(3-methyl-1H-1,2,4-triazol-1-yl)phenyl]-7-methyl-4,5,6,7-tetrahydro[1,2,3]triazolo[1,5-a]pyridine). Reaction SMILES: [Cl:1][C:2]1[CH:3]=[C:4]([C:9](O)([CH2:11][CH2:12][CH2:13][C:14]#[C:15][C:16]2[CH:21]=[CH:20][C:19]([N:22]3[CH:26]=[N:25][C:24]([CH3:27])=[N:23]3)=[C:18]([O:28][CH3:29])[CH:17]=2)[CH3:10])[CH:5]=[CH:6][C:7]=1[Cl:8].C[Si]([N:35]=[N+:36]=[N-:37])(C)C.C1(C)C=CC=CC=1>C(OCC)(=O)C>[Cl:1][C:2]1[CH:3]=[C:4]([C:9]2([CH3:10])[N:35]3[N:36]=[N:37][C:15]([C:16]4[CH:21]=[CH:20][C:19]([N:22]5[CH:26]=[N:25][C:24]([CH3:27])=[N:23]5)=[C:18]([O:28][CH3:29])[CH:17]=4)=[C:14]3[CH2:13][CH2:12][CH2:11]2)[CH:5]=[CH:6][C:7]=1[Cl:8]. Reported procedure: Boron trifluoride-diethyl ether complex (75.3 μL) was added to a mixture of 2-(3,4-dichlorophenyl)-7-[3-methoxy-4-(3-methyl-1H-1,2,4-triazol-1-yl)phenyl]hept-6-yn-2-ol (88.0 mg), trimethylsilylazide (105 μL) and toluene (4 mL) under ice-cooling, and the mixture was stirred at room temperature for 30 min, at 70° C. for 15 min and at 110° C. for 6 hr, and allowed to cool to room temperature. The reaction mixture was diluted with ethyl acetate, the mixture was washed with saturated aqueous sodium h... Reactants: ClC[S@@](=O)C1=CN(C2=CC(=CC=C2C1=O)F)C ((S)-(+)-3-chloromethylsulfinyl-7-fluoro-1-methyl-4-quinolone), ClC[S@](=O)C1=CN(C2=CC(=CC=C2C1=O)F)C ((R)-(−)-3-chloromethylsulfinyl-7-fluoro-1-methyl-4-quinolone), FC1=CC=C2C(C(=CN(C2=C1)C)C)=S (7-fluoro-1-methyl-3-methylthio-4-quinolone). Yields the product ClCSC1=CN(C2=CC(=CC=C2C1=O)F)C (3-chloromethylthio-7-fluoro-1-methyl-4-quinolone). Reaction SMILES: [Cl:1][CH2:2][S@:3]([C:5]1[C:14](=[O:15])[C:13]2[C:8](=[CH:9][C:10]([F:16])=[CH:11][CH:12]=2)[N:7]([CH3:17])[CH:6]=1)=O.ClC[S@@](C1C(=O)C2C(=CC(F)=CC=2)N(C)C=1)=O.FC1C=C2C(C(=S)C(C)=CN2C)=CC=1>>[Cl:1][CH2:2][S:3][C:5]1[C:14](=[O:15])[C:13]2[C:8](=[CH:9][C:10]([F:16])=[CH:11][CH:12]=2)[N:7]([CH3:17])[CH:6]=1. Reported procedure: FIG. 9 depicts the second step in the synthesis of e.e.(S)-(+)-3-chloromethylsulfinyl-7-fluoro-1-methyl-4-quinolone and (R)-(−)-3-chloromethylsulfinyl-7-fluoro-1-methyl-4-quinolone. In this step, 7-fluoro-1-methyl-3-methylthio-4-quinolone is chlorinated as described to produce 3-chloromethylthio-7-fluoro-1-methyl-4-quinolone. The reactants are CC(C)([O-])C.[K+] (Potassium tertiary butoxide), CS(=O)C (dimethyl sulfoxide), CCOC(=O)C1=CNC(=S)NC1=O (ethyl 2-thiouracil-5-carboxylate). The solvent is CO (methanol). Yields the product C(=O)(O)C=1C(NC(NC1)=S)=O (5-carboxy-2-thiouracil). The yield is 59.0%. As a reaction SMILES: CC(C)([O-])C.[K+].CS(C)=O.CC[O:13][C:14]([C:16]1[C:22](=[O:23])[NH:21][C:19](=[S:20])[NH:18][CH:17]=1)=[O:15]>CO>[C:14]([C:16]1[C:22](=[O:23])[NH:21][C:19](=[S:20])[NH:18][CH:17]=1)([OH:15])=[O:13] |f:0.1|. Reported procedure: Potassium tertiary butoxide (43.7 g, 389 mmol) and dimethyl sulfoxide (400 ml) were put in a 2-L egg-plant type flask to make a solution, ethyl 2-thiouracil-5-carboxylate (5.0 g, 25.0 mmol) was slowly added dropwise to the solution, and the mixture was subjected to reaction at room temperature for 1 hour. After the completion of the reaction, methanol (500 ml) was added to the reaction mixture, and the precipitate deposited was filtered. The resultant precipitate was dissolved in water, and hydr... Reactants: [H-].[Na+] (sodium hydride), C(C)(C)(C)C1=CC(=C(C=2CC(OC21)(C)C)C)NC(OC(C)(C)C)=O (tert-Butyl N-[7-(tert-butyl)-2,3-dihydro-2,2,4-trimethyl-1-benzofuran-5-yl]carbamate), ClCC(=C)C (3-chloro-2-methyl-1-propene), [I-].[K+] (potassium iodide). Run in CCCCCC (hexane), CN(C=O)C (N,N-dimethylformamide). Reaction conditions: time 30 minute. Product: C(C)(C)(C)C1=CC(=C(C=2CC(OC21)(C)C)C)NCC(=C)C (7-(tert-Butyl)-2,3-dihydro-5-(2-methyl-2-propenyl)amino-2,2,4-trimethyl-1-benzofuran). Yield: 100.3%. As a reaction SMILES: [C:1]([C:5]1[C:13]2[O:12][C:11]([CH3:15])([CH3:14])[CH2:10][C:9]=2[C:8]([CH3:16])=[C:7]([NH:17]C(=O)OC(C)(C)C)[CH:6]=1)([CH3:4])([CH3:3])[CH3:2].[H-].[Na+].Cl[CH2:28][C:29]([CH3:31])=[CH2:30].[I-].[K+]>CN(C)C=O.CCCCCC>[C:1]([C:5]1[C:13]2[O:12][C:11]([CH3:14])([CH3:15])[CH2:10][C:9]=2[C:8]([CH3:16])=[C:7]([NH:17][CH2:30][C:29]([CH3:31])=[CH2:28])[CH:6]=1)([CH3:2])([CH3:3])[CH3:4] |f:1.2,4.5|. Reported procedure: tert-Butyl N-[7-(tert-butyl)-2,3-dihydro-2,2,4-trimethyl-1-benzofuran-5-yl]carbamate (7.17 g, 21.5 mmol) was dissolved in N,N-dimethylformamide (72 ml), and sodium hydride (0.62 g, 25.8 mmol) which had been washed with hexane was added at 0° C. carefully. After stirring at room temperature for 30 minutes, 3-chloro-2-methyl-1-propene (2.53 ml, 25.8 mmol) and potassium iodide (0.36 g, 2.2 mmol) were added and the mixture was stirred at the same temperature for 1 hour. The reaction mixture was wash... Reactants: CS(=O)(=O)O (Methanesulphonic acid), C(C1=CC=CC=C1)(C1=CC=CC=C1)OC(=O)C=1N2C(C(C2SCC1C1=CN=C(S1)NCCN(C)C)NC(=O)OC(C)(C)C)=O (2-benzhydryloxycarbonyl-7-t-butoxycarbonylamino-3-[2-(2-dimethylamino-ethylamino)-thiazol-5-yl]-8-oxo-5-thia-1-azabicyclo[4.2.0]oct-2-ene), C([O-])(O)=O.[Na+] (sodium bicarbonate), C(C)(=O)OCC (ethyl acetate). Solvent: C(C)#N (acetonitrile). Conditions: temperature 23 celsius, time 5 minute. Product: NC1C2SCC(=C(N2C1=O)C(=O)OC(C1=CC=CC=C1)C1=CC=CC=C1)C1=CN=C(S1)NCCN(C)C (7-Amino-2-benzhydryloxycarbonyl-3-[2-(2-dimethylamino-ethylamino)-thiazol-5-yl]-8-oxo-5-thia-1-azabicyclo[4.2.0]oct-2-ene). Yield: 98.9%. RXN SMILES: CS(O)(=O)=O.[CH:6]([O:19][C:20]([C:22]1[N:23]2[CH:26]([S:27][CH2:28][C:29]=1[C:30]1[S:34][C:33]([NH:35][CH2:36][CH2:37][N:38]([CH3:40])[CH3:39])=[N:32][CH:31]=1)[CH:25]([NH:41]C(OC(C)(C)C)=O)[C:24]2=[O:49])=[O:21])([C:13]1[CH:18]=[CH:17][CH:16]=[CH:15][CH:14]=1)[C:7]1[CH:12]=[CH:11][CH:10]=[CH:9][CH:8]=1.C(=O)(O)[O-].[Na+].C(OCC)(=O)C>C(#N)C>[NH2:41][CH:25]1[C:24](=[O:49])[N:23]2[CH:26]1[S:27][CH2:28][C:29]([C:30]1[S:34][C:33]([NH:35][CH2:36][CH2:37][N:38]([CH3:40])[CH3:39])=[N:32][CH:31]=1)=[C:22]2[C:20]([O:19][CH:6]([C:13]1[CH:18]=[CH:17][CH:16]=[CH:15][CH:14]=1)[C:7]1[CH:8]=[CH:9][CH:10]=[CH:11][CH:12]=1)=[O:21] |f:2.3|. Procedure details: Methanesulphonic acid (0.3 cc) is added to a suspension of 2-benzhydryloxycarbonyl-7-t-butoxycarbonylamino-3-[2-(2-dimethylamino-ethylamino)-thiazol-5-yl]-8-oxo-5-thia-1-azabicyclo[4.2.0]oct-2-ene (0.3 g) in acetonitrile (3 cc). The yellow solution obtained is stirred at 23° C. for 5 minutes and is poured onto a mixture of a saturated sodium bicarbonate solution (50 cc) and ethyl acetate (50 cc). The organic phase is dried over anhydrous magnesium sulphate, filtered and concentrated under reduce...